Task: describe an organic reaction: reactants, conditions, products, and yield. Dataset: the Open Reaction Database (ORD), a public repository of structured organic reaction records The reactants are [Mg] (magnesium), 46.9, CI (methyl iodide), 9-methyl-α-ionol, CC1=CCCC(C1/C=C/C(=O)C)(C)C (α-ionone), [Cl-].[NH4+] (ammonium chloride). Run in CCOCC (ether), CCOCC (ether), CCOCC (ether), CCOCC (ether), CCOCC (ether). Reaction conditions: temperature 0 celsius, time 20 minute. Product: CC1CC=C(C(C1(C)C)/C=C/C(=O)C)C (α-irone), 9-methyl-α-ionol epoxide. Reaction SMILES: [CH3:1][C:2]1[CH:7](/[CH:8]=[CH:9]/[C:10]([CH3:12])=[O:11])[C:6]([CH3:14])([CH3:13])[CH2:5][CH2:4][CH:3]=1.[Mg].[CH3:16]I.[Cl-].[NH4+]>CCOCC>[CH3:16][CH:5]1[C:6]([CH3:14])([CH3:13])[CH:7](/[CH:8]=[CH:9]/[C:10]([CH3:12])=[O:11])[C:2]([CH3:1])=[CH:3][CH2:4]1 |f:3.4|. Procedure details: A solution of 50.0 g (0.26 mol) of α-ionone in 150 ml of ether were allowed to drop over a period of 20 minutes into a Grignard solution, which was cooled to 0° C. and which had been prepared from 7.5 g (0.31 mol) of magnesium shavings in 75 ml of ether and 46.9 (0.33 mol) of methyl iodide in 180 ml of ether, in such a manner that the temperature lay between 10° C. and 20° C. Subsequently, the mixture was stirred at the reflux temperature of the ether for a further 1 hour, cooled down to 0° C. a... Reactants: C(C)OC(\C=C\C1=CC(=C(C(=C1)F)OCC1=CC=CC=C1)F)=O ((E)-3-(4-benzyloxy-3,5-difluoro-phenyl)-acrylic acid ethyl ester), [N+](=[N-])=C (diazomethane), O (water). Reagents/catalysts: C(C)(=O)[O-].[Pd+2].C(C)(=O)[O-] (palladium(II) acetate). Solvent: C1CCOC1 (THF). Conditions: time 5 hour. Product: C(C)OC(=O)C1C(C1)C1=CC(=C(C(=C1)F)OCC1=CC=CC=C1)F (2-(4-benzyloxy-3,5-difluoro-phenyl)-cyclopropane-carboxylic acid ethyl ester). The yield is 87.0%. RXN SMILES: [CH2:1]([O:3][C:4](=[O:23])/[CH:5]=[CH:6]/[C:7]1[CH:12]=[C:11]([F:13])[C:10]([O:14][CH2:15][C:16]2[CH:21]=[CH:20][CH:19]=[CH:18][CH:17]=2)=[C:9]([F:22])[CH:8]=1)[CH3:2].[N+](=[CH2:26])=[N-].O>C1COCC1.C([O-])(=O)C.[Pd+2].C([O-])(=O)C>[CH2:1]([O:3][C:4]([CH:5]1[CH2:26][CH:6]1[C:7]1[CH:12]=[C:11]([F:13])[C:10]([O:14][CH2:15][C:16]2[CH:21]=[CH:20][CH:19]=[CH:18][CH:17]=2)=[C:9]([F:22])[CH:8]=1)=[O:23])[CH3:2] |f:4.5.6|. Procedure details: After (E)-3-(4-benzyloxy-3,5-difluoro-phenyl)-acrylic acid ethyl ester (2.5 g, 7.85 mmol) obtained in Step C of Preparation Example 2 was dissolved in THF (10 mL), diazomethane solution (94 mL, 23.55 mmol, 0.25M ether) was added thereto. After the reactant was cooled to 0˜5° C., palladium(II) acetate (0.29 g, 1.30 mmol) was added slowly thereto, and the mixture was stirred at room temperature for 5 hours. After the termination of the reaction, the reactant was added with water and then extracted... Reported procedure: 6-Chloro-N-(3-methoxyphenyl)-1-methyl-1H-pyrazolo[3,4-d]pyrimidin-4-amine 6 was reacted with quinoline-3-boronic acid using General Procedure A. Purification on silica yielded 117. NMR: (CDCl3): 3.90 (s, 3H, CH3), 4.17 (s, 3H, CH3), 6.90 (dd, H, ArH, J=2.4, 8.32), 7.20 (d, H, ArH, J=7.92), 7.35 (d, H, ArH, J=11.36), 7.41 (t, H, ArH, J=8.11), 7.51 (s, H, NH), 7.62 (t, H, ArH, J=7.51), 7.79 (t, H, ArH, J=6.970, 8.00 (d, H, ArH, J=8.12), 8.20 (d, H, ArH, J=8.43), 9.30 (d, H, ArH, J=1.8), 10.07 (d, ... Yields the product COC=1C=C(C=CC1)NC1=C2C(=NC(=N1)C=1C=NC3=CC=CC=C3C1)N(N=C2)C (N-(3-methoxyphenyl)-1-methyl-6-(quinolin-3-yl)-1H-pyrazolo[3,4-d]pyrimidin-4-amine). Reaction SMILES: Cl[C:2]1[N:7]=[C:6]2[N:8]([CH3:11])[N:9]=[CH:10][C:5]2=[C:4]([NH:12][C:13]2[CH:18]=[CH:17][CH:16]=[C:15]([O:19][CH3:20])[CH:14]=2)[N:3]=1.[N:21]1[C:30]2[C:25](=[CH:26][CH:27]=[CH:28][CH:29]=2)[CH:24]=[C:23](B(O)O)[CH:22]=1>>[CH3:20][O:19][C:15]1[CH:14]=[C:13]([NH:12][C:4]2[N:3]=[C:2]([C:23]3[CH:22]=[N:21][C:30]4[C:25]([CH:24]=3)=[CH:26][CH:27]=[CH:28][CH:29]=4)[N:7]=[C:6]3[N:8]([CH3:11])[N:9]=[CH:10][C:5]=23)[CH:18]=[CH:17][CH:16]=1. Reactants: ClC1=NC(=C2C(=N1)N(N=C2)C)NC2=CC(=CC=C2)OC (6-Chloro-N-(3-methoxyphenyl)-1-methyl-1H-pyrazolo[3,4-d]pyrimidin-4-amine), N1=CC(=CC2=CC=CC=C12)B(O)O (quinoline-3-boronic acid). The reactants are CC(=O)[O-], CC(=O)[O-], Cc1ccccc1, CCOC(C)=O, C1CCC(P(C2CCCCC2)C2CCCCC2)CC1, OB(O)C1CC1, Clc1cccnc1Br, O, [Pd+2]. Product: Clc1cccnc1C1CC1. RXN SMILES: [C:48]([O-:49])(=[O:50])[CH3:51].[C:52]([O-:53])(=[O:54])[CH3:55].[CH3:34][c:35]1[cH:36][cH:37][cH:38][cH:39][cH:40]1.[CH3:42][CH2:43][O:44][C:45]([CH3:46])=[O:47].[CH:15]1([P:16]([CH:17]2[CH2:18][CH2:19][CH2:20][CH2:21][CH2:22]2)[CH:23]2[CH2:24][CH2:25][CH2:26][CH2:27][CH2:28]2)[CH2:29][CH2:30][CH2:31][CH2:32][CH2:33]1.[CH:9]1([B:12]([OH:13])[OH:14])[CH2:10][CH2:11]1.[Cl:1][c:2]1[c:3]([Br:8])[n:4][cH:5][cH:6][cH:7]1.[OH2:41].[Pd+2:56]>>[Cl:1][c:2]1[c:3]([CH:9]2[CH2:10][CH2:11]2)[n:4][cH:5][cH:6][cH:7]1. The reactants are OO (hydrogen peroxide), S(=S)(=O)([O-])[O-].[Na+].[Na+] (sodium thiosulfate), C([O-])([O-])=O.[K+].[K+] (potassium carbonate), OO (hydrogen peroxide), NC(C(C#N)=NOC(C)C)=NO (3-amino-3-hydroxyimino-2-isopropoxyiminopropionitrile), NC(C(C#N)=NOC(C)C)=NOC(C)C (3-amino-2,3-bis(isopropoxyimino)propionitrile). The solvent is CS(=O)C (dimethyl sulfoxide), CO (methanol). Reaction conditions: time 4 hour. Product: NC(C(C(=O)N)=NOC(C)C)=NO (3-amino-3-hydroxyimino-2-isopropoxyiminopropanamide). The yield is 63.0%. Reaction SMILES: [NH2:1][C:2](=[N:11][OH:12])[C:3](=[N:6][O:7][CH:8]([CH3:10])[CH3:9])[C:4]#[N:5].NC(=NOC(C)C)C(=N[O:19]C(C)C)C#N.OO.C(=O)([O-])[O-].[K+].[K+].S([O-])([O-])(=O)=S.[Na+].[Na+]>CS(C)=O.CO>[NH2:1][C:2](=[N:11][OH:12])[C:3](=[N:6][O:7][CH:8]([CH3:9])[CH3:10])[C:4]([NH2:5])=[O:19] |f:3.4.5,6.7.8|. Reported procedure: To a mixed solution of methanol (1.5 ml) and dimethyl sulfoxide (0.5 ml), of 0.50 g (2.94 mM) of the 3-amino-3-hydroxyimino-2-isopropoxyiminopropionitrile obtained in (1) of Example 1 were added, at room temperature, 0.73 g (6.4 mM) of a 30% aqueous hydrogen peroxide solution and 0.02 g (0.14 mM) of potassium carbonate. Stirring was conducted at room temperature for 4 hours. Excessive hydrogen peroxide was treated with an aqueous sodium thiosulfate solution. The solvent was distilled off under r... The reactants are N (ammonia), O=C1C2=C(NC3=CC=CC=C13)N(N=C2CC(=O)O)C2=NC=CC=C2 (2-[4-oxo-1-(2-pyridinyl)-4,9-dihydro-1H-pyrazolo[3,4-b]quinolin-3-yl]acetic acid), O1CCCC1 (tetrahydrofuran), C(=O)(N1C=NC=C1)N1C=NC=C1 (1,1′-carbonyldiimidazole). Solvent: O (water), CN(C=O)C (N,N-dimethylformamide). Run at time 30 minute. The product is O=C1C2=C(NC3=CC=CC=C13)N(N=C2CC(=O)N)C2=NC=CC=C2 (2-[4-Oxo-1-(2-pyridinyl)-4,9-dihydro-1H-pyrazolo[3,4-b]quinolin-3-yl]acetamide). Yield: 58.9%. Reaction SMILES: [O:1]=[C:2]1[C:11]2[C:6](=[CH:7][CH:8]=[CH:9][CH:10]=2)[NH:5][C:4]2[N:12]([C:19]3[CH:24]=[CH:23][CH:22]=[CH:21][N:20]=3)[N:13]=[C:14]([CH2:15][C:16](O)=[O:17])[C:3]1=2.O1CCCC1.C(N1C=CN=C1)([N:32]1C=CN=C1)=O.N>O.CN(C)C=O>[O:1]=[C:2]1[C:11]2[C:6](=[CH:7][CH:8]=[CH:9][CH:10]=2)[NH:5][C:4]2[N:12]([C:19]3[CH:24]=[CH:23][CH:22]=[CH:21][N:20]=3)[N:13]=[C:14]([CH2:15][C:16]([NH2:32])=[O:17])[C:3]1=2. Procedure details: To a solution of 2-[4-oxo-1-(2-pyridinyl)-4,9-dihydro-1H-pyrazolo[3,4-b]quinolin-3-yl]acetic acid (1.60 g, 5.0 mmol) in a mixed solvent of tetrahydrofuran (100 mL) and N,N-dimethylformamide (20 mL), 1,1′-carbonyldiimidazole (0.89 g, 5.5 mmol) was added and the mixture was stirred at room temperature for 30 minutes. Subsequently, 25% aqueous ammonia solution was added to the mixture and the resulting solution was stirred at room temperature for 1 hour. The solution was poured into water, and the ... The reactants are OC=1C=C(C=O)C=CC1 (3-hydroxybenzaldehyde), CN (methylamine). The solvent is CO (methanol). Yields the product CNCC1=CC(=CC=C1)O (N-methyl-3-hydroxybenzylamine). Reaction SMILES: [OH:1][C:2]1[CH:3]=[C:4]([CH:7]=[CH:8][CH:9]=1)[CH:5]=O.[CH3:10][NH2:11]>CO>[CH3:10][NH:11][CH2:5][C:4]1[CH:7]=[CH:8][CH:9]=[C:2]([OH:1])[CH:3]=1. Procedure: 10.0 g of 3-hydroxybenzaldehyde and 9.55 g of a 40% methanol solution of methylamine were mixed, and then the solvent was evaporated. The resulting Schiff base was dissolved in 50 ml of ethanol, and with stirring under ice cooling, 10.0 g of sodium borohydride was added. The mixture was stirred overnight at room temperature. The solvent was evaporated under reduced pressure, and ethyl acetate and a saturated aqueous solution of sodium chloride were added to extract it. The organic layer was sepa...